From a dataset of the Open Reaction Database (ORD), a public repository of structured organic reaction records. describe an organic reaction: reactants, conditions, products, and yield Procedure details: The polymerization procedure of Production Example 1 was repeated, except that styrene (80 parts by mass) and methyl methacrylate (20 parts by mass) were employed instead of styrene (84 parts by mass) and phenyl methacrylate (16 parts by mass), to thereby yield a styrene-methyl methacrylate copolymer (SAC2) having an MI of 90 g/10 min. As a reaction SMILES: [CH2:1]=[CH:2][C:3]1[CH:8]=[CH:7][CH:6]=[CH:5][CH:4]=1.[C:9]([O:14][CH3:15])(=[O:13])[C:10]([CH3:12])=[CH2:11].C(OC1C=CC=CC=1)(=O)C(C)=C>>[CH3:12][C:10]([C:9]([O:14][CH3:15])=[O:13])=[CH2:11].[CH2:1]=[CH:2][C:3]1[CH:8]=[CH:7][CH:6]=[CH:5][CH:4]=1 |f:3.4|. The reactants are C=CC1=CC=CC=C1 (styrene), C(C(=C)C)(=O)OC1=CC=CC=C1 (phenyl methacrylate), C(C(=C)C)(=O)OC (methyl methacrylate), C=CC1=CC=CC=C1 (styrene). Yields the product CC(=C)C(=O)OC.C=CC1=CC=CC=C1 (styrene-methyl methacrylate copolymer). Product: COC1=C(C(=C(C(=C1C)C)OC)C)C[C@@H]1[C@](CO)(C)O1 ((2R,3R)-4-(2',5'-dimethoxy-3',4',6'-trimethylphenyl)-2,3-epoxy-2-methylbutanol). The reactants are C(C)(C)(C)OO (tert.butyl hydroperoxide), C(=O)(OCCCC)[C@@H](O)[C@H](O)C(=O)OCCCC (dibutyl D-tartrate), [OH-].[Na+] (sodium hydroxide), [OH-].[Na+] (sodium hydroxide), COC1=C(C(=C(C(=C1C)C)OC)C)CC=C(CO)C (4-(2',5'-dimethoxy-3',4',6'-trimethylphenyl)-2-methyl-2-butenol). The reagents and catalysts are CC([O-])C.CC([O-])C.CC([O-])C.CC([O-])C.[Ti+4] (titanium tetraisopropoxide). Conditions: time 10 minute. Solvent: C(Cl)Cl (methylene chloride), C(C)OCC (ethyl ether), C(Cl)Cl (methylene chloride). Reaction SMILES: C([C@H]([C@@H](C(OCCCC)=O)O)O)(OCCCC)=[O:2].[CH3:19][O:20][C:21]1[C:26]([CH3:27])=[C:25]([CH3:28])[C:24]([O:29][CH3:30])=[C:23]([CH3:31])[C:22]=1[CH2:32][CH:33]=[C:34]([CH3:37])[CH2:35][OH:36].C(OO)(C)(C)C.[OH-].[Na+]>C(Cl)Cl.C(OCC)C.CC(C)[O-].CC(C)[O-].CC(C)[O-].CC(C)[O-].[Ti+4]>[CH3:19][O:20][C:21]1[C:26]([CH3:27])=[C:25]([CH3:28])[C:24]([O:29][CH3:30])=[C:23]([CH3:31])[C:22]=1[CH2:32][C@H:33]1[O:2][C@:34]1([CH3:37])[CH2:35][OH:36] |f:3.4,7.8.9.10.11|. The yield is 90.0%. Reported procedure: 0.594 ml of titanium tetraisopropoxide was dissolved in 10 ml of dry methylene chloride. Thereupon, 524 mg of dibutyl D-tartrate were added dropwise at -20° C. and the mixture was left to stand at -20° C. for 10 minutes. 197 mg of 4-(2',5'-dimethoxy-3',4',6'-trimethylphenyl)-2-methyl-2-butenol were then added and subsequently a further 180 mg of tert.butyl hydroperoxide (80%) were added dropwise (as a solution in 0.5 ml of methylene chloride). The thus-obtained yellow solution was left to stand ...